Dataset: the Open Reaction Database (ORD), a public repository of structured organic reaction records. Task: describe an organic reaction: reactants, conditions, products, and yield Starting materials: O.C(C)(C)(C)OC(=O)N[C@@H](CC(C)C)C(=O)O (Tert-butoxycarbonyl-L-leucine monohydrate), COC1=CC=C(C=C1)CN1CCNCC1 (1-(4-methoxy-phenylmethyl)piperazine), C1(=CC=CC=C1)C(N1CCN(CC1)C(=O)[C@H](CC(C)C)NC(OC(C)(C)C)=O)C1=CC=CC=C1 (tert-butyl (s)-1-(4-diphenylmethylpiperazine-1-yl carbonyl)-3-methylbutylcarbamate). Yields the product COC1=CC=C(C=C1)CN1CCN(CC1)C(=O)[C@H](CC(C)C)NC(OC(C)(C)C)=O (tert-butyl (s)-1-[4-(4-methoxyphenylmethyl)piperazine-1-yl carbonyl]-3-methylbutylcarbamate). Isolated yield 95.5%. RXN SMILES: O.[C:2]([O:6][C:7]([NH:9][C@H:10]([C:15]([OH:17])=O)[CH2:11][CH:12]([CH3:14])[CH3:13])=[O:8])([CH3:5])([CH3:4])[CH3:3].[CH3:18][O:19][C:20]1[CH:25]=[CH:24][C:23]([CH2:26][N:27]2[CH2:32][CH2:31][NH:30][CH2:29][CH2:28]2)=[CH:22][CH:21]=1.C1(C(C2C=CC=CC=2)N2CCN(C([C@@H](NC(=O)OC(C)(C)C)CC(C)C)=O)CC2)C=CC=CC=1>>[CH3:18][O:19][C:20]1[CH:25]=[CH:24][C:23]([CH2:26][N:27]2[CH2:32][CH2:31][N:30]([C:15]([C@@H:10]([NH:9][C:7](=[O:8])[O:6][C:2]([CH3:3])([CH3:4])[CH3:5])[CH2:11][CH:12]([CH3:13])[CH3:14])=[O:17])[CH2:29][CH2:28]2)=[CH:22][CH:21]=1 |f:0.1|. Reported procedure: Tert-butoxycarbonyl-L-leucine monohydrate (7.47 g) and 1-(4-methoxy-phenylmethyl)piperazine (6.18 g) were condensed in the same manner as employed in the preparation of tert-butyl (s)-1-(4-diphenylmethylpiperazine-1-yl carbonyl)-3-methylbutylcarbamate to yield 12.0 g of tert-butyl (s)-1-[4-(4-methoxyphenylmethyl)piperazine-1-yl carbonyl]-3-methylbutylcarbamate as a colorless amorphous substance (yield: 95%).